From a dataset of the Open Reaction Database (ORD), a public repository of structured organic reaction records. describe an organic reaction: reactants, conditions, products, and yield The reactants are polystyrene, COC(C1=CC(=C(C=C1)Cl)O)=O (4-Chloro-3-hydroxy-benzoic acid methyl ester), ClC1=C(C=CC(=C1)Cl)CCO (2-(2,4-Dichlorophenyl)-ethanol), C1(=CC=CC=C1)P(C1=CC=CC=C1)C1=CC=CC=C1 (triphenylphosphine), CCOC(=O)/N=N/C(=O)OCC (DEAD). Solvent: O1CCCC1 (tetrahydrofuran). Conditions: time 16 hour. The product is COC(C1=CC(=C(C=C1)Cl)OCCC1=C(C=C(C=C1)Cl)Cl)=O (4-Chloro-3-[2-(2,4-dichloro-phenyl)-ethoxy]-benzoic acid methyl ester). Reaction SMILES: [CH3:1][O:2][C:3](=[O:12])[C:4]1[CH:9]=[CH:8][C:7]([Cl:10])=[C:6]([OH:11])[CH:5]=1.[Cl:13][C:14]1[CH:19]=[C:18]([Cl:20])[CH:17]=[CH:16][C:15]=1[CH2:21][CH2:22]O.C1(P(C2C=CC=CC=2)C2C=CC=CC=2)C=CC=CC=1.CCOC(/N=N/C(OCC)=O)=O>O1CCCC1>[CH3:1][O:2][C:3](=[O:12])[C:4]1[CH:9]=[CH:8][C:7]([Cl:10])=[C:6]([O:11][CH2:22][CH2:21][C:15]2[CH:16]=[CH:17][C:18]([Cl:20])=[CH:19][C:14]=2[Cl:13])[CH:5]=1. Procedure details: 2.0 g (10.72 mmol) of 4-Chloro-3-hydroxy-benzoic acid methyl ester was dissolved in 20 ml of anhydrous tetrahydrofuran. To this solution was added 2.25 g (11.79 mmol) of 2-(2,4-Dichlorophenyl)-ethanol, 10.71 g (equivalent to 32.2 mmol PPh3) of triphenylphosphine derivatized polystyrene and 5.6 g (32.2 mmol) of DEAD. The solution was shaken for 16 h at RT. The polymer was filtered off and washed with ethyl acetate. The solvent was removed under reduced pressure. The residue was taken-up in ethyl ... Product: C(C)N1N=CC=2C1=NC1=CC=C(C=C1C2Cl)S(=O)(=O)C (1-ethyl-4-chloro-6-(methylsulfonyl)-1H-pyrazolo[3,4-b]quinoline). As a reaction SMILES: [CH2:1]([N:3]1[C:7]([NH:8][C:9]2[C:10](=[CH:14][C:15]([S:18]([CH3:21])(=[O:20])=[O:19])=[CH:16][CH:17]=2)[C:11](O)=O)=[CH:6][CH:5]=[N:4]1)[CH3:2].[NH4+].[OH-].O=P(Cl)(Cl)[Cl:26]>>[CH2:1]([N:3]1[C:7]2=[N:8][C:9]3[C:10]([C:11]([Cl:26])=[C:6]2[CH:5]=[N:4]1)=[CH:14][C:15]([S:18]([CH3:21])(=[O:20])=[O:19])=[CH:16][CH:17]=3)[CH3:2] |f:1.2|. Procedure details: A mixture of N-(1-ethylpyrazol-5-yl) -5-(methylsulfonyl) anthranilic acid of example 37 (b) and POCl3 (50 ml) was heated at 110° C. for 16 hours. The reaction mixture was poured into ice-water, neutralized with NH4OH and extracted with CH2Cl2. The CH2Cl2 layer was evaporated and the residue was purified by column chromatography on silica gel eluting with 50% ether/CH2Cl2 to afford 1.1 g of 1-ethyl-4-chloro-6-(methylsulfonyl)-1H-pyrazolo[3,4-b]quinoline, m.p. 158°-160° C. The reactants are ice water, C(C)N1N=CC=C1NC=1C(C(=O)O)=CC(=CC1)S(=O)(=O)C (N-(1-ethylpyrazol-5-yl)-5-(methylsulfonyl)anthranilic acid), O=P(Cl)(Cl)Cl (POCl3), [NH4+].[OH-] (NH4OH). Reaction conditions: temperature 110 celsius.